describe an organic reaction: reactants, conditions, products, and yield From a dataset of the Open Reaction Database (ORD), a public repository of structured organic reaction records. The reactants are CCCCCCCCCCCCCCO, Cc1ccccc1, O=C(Cl)Cl. The product is CCCCCCCCCCCCCCOC(=O)Cl. Reaction SMILES: [CH2:5]([CH2:6][CH2:7][CH2:8][CH2:9][CH2:10][CH2:11][CH2:12][CH2:13][CH2:14][CH2:15][CH2:16][CH2:17][CH3:18])[OH:19].[CH3:20][c:21]1[cH:22][cH:23][cH:24][cH:25][cH:26]1.[Cl:1][C:2]([Cl:3])=[O:4]>>[Cl:1][C:2](=[O:4])[O:19][CH2:5][CH2:6][CH2:7][CH2:8][CH2:9][CH2:10][CH2:11][CH2:12][CH2:13][CH2:14][CH2:15][CH2:16][CH2:17][CH3:18].